Dataset: the Open Reaction Database (ORD), a public repository of structured organic reaction records. Task: describe an organic reaction: reactants, conditions, products, and yield Reactants: [I-].C(C)(C)OC1=CC=CC(=C1C1=C(C=C(C=C1)OC(C)C)OC)C=1OCC([N+]1C)(C)C (2-(6,4'-diisopropyloxy-2 '-methoxy-biphenyl-2-yl)-3,4,4-trimethyl-oxazolinium iodide), [OH-].[Na+] (NaOH). The solvent is CO (methanol). Yields the product C(C)(C)OC=1C=CC=C(C1C1=C(C=C(C=C1)OC(C)C)OC)C(=O)O (6,4'-diisopropyloxy-2'-methoxy-biphenyl-2-carboxylic acid). Yield: 84.0%. RXN SMILES: [I-].[CH:2]([O:5][C:6]1[C:11]([C:12]2[CH:17]=[CH:16][C:15]([O:18][CH:19]([CH3:21])[CH3:20])=[CH:14][C:13]=2[O:22][CH3:23])=[C:10]([C:24]2[O:25]CC(C)(C)[N+]=2C)[CH:9]=[CH:8][CH:7]=1)([CH3:4])[CH3:3].[OH-:32].[Na+]>CO>[CH:2]([O:5][C:6]1[CH:7]=[CH:8][CH:9]=[C:10]([C:24]([OH:25])=[O:32])[C:11]=1[C:12]1[CH:17]=[CH:16][C:15]([O:18][CH:19]([CH3:20])[CH3:21])=[CH:14][C:13]=1[O:22][CH3:23])([CH3:4])[CH3:3] |f:0.1,2.3|. Procedure: Prepare a solution of 2-(6,4'-diisopropyloxy-2 '-methoxy-biphenyl-2-yl)-3,4,4-trimethyl-oxazolinium iodide (13.20 g, 0.0245 mole) in 20% NaOH (140 mL) and methanol (140 mL) and stir at reflux overnight. Concentrate the resulting colorless solution on the rotovap until precipitation begins. Dilute the resulting suspension to 300 mL with water and acidify with concentrated HCl to pH=1. Extract the precipitate into CH2Cl2 (400 mL), wash with brine, separate and dry over MgSO4. Filter, concentrate a... Starting materials: CC(C#C)O (3-butyn-2-ol), C(C#C)O (propargyl alcohol), BrC(=NO)Br (dibromoformaldoxime), C(C#C)O (propargyl alcohol), C(C#C)(=O)OCC (ethyl propiolate), C1(=CC=CC=C1)C#C (phenylacetylene), C#CC(CC)O (1-pentyn-3-ol), C(#CCCCC)O (1-hexyn-1-ol), C(CC#C)O (3-butyn-1-ol), n-butyl 2-hydroxy-3-butanoate, ClC(=NO)Cl (dichloroformaldoxime). Product: BrC1=NOC(=C1)C(C)O (3-bromo-5-(1-hydroxyethyl)-isoxazole). As a reaction SMILES: [Br:1][C:2](Br)=[N:3][OH:4].[CH2:6]([OH:9])[C:7]#[CH:8].[C:10](OCC)(=O)C#C.C1(C#C)C=CC=CC=1.C#CC(O)CC.C(O)#CCCCC.C(O)CC#C.ClC(Cl)=NO.CC(O)C#C>>[Br:1][C:2]1[CH:8]=[C:7]([CH:6]([OH:9])[CH3:10])[O:4][N:3]=1. Procedure details: In a similar manner dibromoformaldoxime is reacted with propargyl alcohol, ethyl propiolate, phenylacetylene, 1-pentyn-3-ol, 1-hexyn-1-ol, 3-butyn-1-ol, n-butyl 2-hydroxy-3-butanoate, and dichloroformaldoxime is reacted with 3-butyn-2-ol and propargyl alcohol, to afford the following compounds respectively: Reactants: C(C)OCCl (chloromethyl ethyl ether), saturated aqueous solution, C(O)([O-])=O.[Na+] (sodium hydrogencarbonate), C(C)C=1C(NC(NC1)=O)=O (5-ethyluracil). Reagents/catalysts: [I-].C(CCC)[N+](CCCC)(CCCC)CCCC (tetrabutylammonium iodide), C[Si](C)(C)C(C(=O)N)[Si](C)(C)C (bistrimethylsilylacetamide). Solvent: C(Cl)Cl (methylene chloride). Reaction conditions: time 40 minute. Product: C(C)OCN1C(=O)NC(=O)C(=C1)CC (1-ethoxymethyl-5-ethyluracil). Isolated yield 80.7%. RXN SMILES: [CH2:1]([C:3]1[C:4](=[O:10])[NH:5][C:6](=[O:9])[NH:7][CH:8]=1)[CH3:2].[CH2:11]([O:13][CH2:14]Cl)[CH3:12].C(=O)([O-])O.[Na+]>[I-].C([N+](CCCC)(CCCC)CCCC)CCC.C[Si](C([Si](C)(C)C)C(N)=O)(C)C.C(Cl)Cl>[CH2:11]([O:13][CH2:14][N:7]1[CH:8]=[C:3]([CH2:1][CH3:2])[C:4](=[O:10])[NH:5][C:6]1=[O:9])[CH3:12] |f:2.3,4.5|. Reported procedure: To 100 ml of methylene chloride, 5.1 g (40 mmol) of 5-ethyluracil and 22 ml (0.88 mmol) of bistrimethylsilylacetamide were added under a nitrogen atmosphere and stirred for 40 minutes at room temperature. To this mixture, 4.1 ml (88 mmole) of chloromethyl ethyl ether and 0.15 g (0.4 mmol) of tetrabutylammonium iodide were added and heated under reflux for 15 hours. Then, the reaction mixture was poured carefully into 50 ml of saturated aqueous solution of sodium hydrogencarbonate and filtered th... Starting materials: C(C)(=O)OCC (ethyl acetate), C([O-])([O-])=O.[K+].[K+] (Potassium carbonate), O1C=CC2=C1C(=CC=C2)O (benzofuran-7-ol), CS(=O)(=O)OC1CN(C1)C(C1=CC=CC=C1)C1=CC=CC=C1 (1-benzhydrylazetidin-3-yl methanesulfonate). The solvent is O (water), CN(C)C=O (DMF). Run at temperature 90 celsius, time 8 hour. Yields the product C(C1=CC=CC=C1)(C1=CC=CC=C1)N1CC(C1)OC1=CC=CC=2C=COC21 (1-Benzhydryl-3-(benzofuran-7-yloxy)-azetidine), oil. Isolated yield 69.0%. Reaction SMILES: C(=O)([O-])[O-].[K+].[K+].[O:7]1[C:11]2[C:12]([OH:16])=[CH:13][CH:14]=[CH:15][C:10]=2[CH:9]=[CH:8]1.CS(O[CH:22]1[CH2:25][N:24]([CH:26]([C:33]2[CH:38]=[CH:37][CH:36]=[CH:35][CH:34]=2)[C:27]2[CH:32]=[CH:31][CH:30]=[CH:29][CH:28]=2)[CH2:23]1)(=O)=O.C(OCC)(=O)C>CN(C=O)C.O>[CH:26]([N:24]1[CH2:25][CH:22]([O:16][C:12]2[C:11]3[O:7][CH:8]=[CH:9][C:10]=3[CH:15]=[CH:14][CH:13]=2)[CH2:23]1)([C:33]1[CH:34]=[CH:35][CH:36]=[CH:37][CH:38]=1)[C:27]1[CH:28]=[CH:29][CH:30]=[CH:31][CH:32]=1 |f:0.1.2|. Reported procedure: Potassium carbonate (348 mg, 2.52 mmol) and benzofuran-7-ol (169 mg, 1.26 mmol) were successively added to a solution of 1-benzhydrylazetidin-3-yl methanesulfonate (400 mg, 1.26 mmol) in DMF (8 mL). The reaction mixture was stirred overnight at 90° C. and then diluted by addition of ethyl acetate (20 mL) and water (20 mL). The aqueous phase was separated and extracted with ethyl acetate (4×50 mL). The combined organic phases were washed with a saturated solution of sodium chloride (5×50 mL), dri... Starting materials: NC1=CC=C(C=CC(=O)O)C=C1 (4-aminocinnamic acid), Cl.N(C(=N)N)C=1C=C(C(=O)Cl)C=CC1 (3-guanidinobenzoyl chloride hydrochloride). The product is Cl.N(C(=N)N)C1=CC=C(C=CC(=O)Cl)C=C1 (4-guanidinocinnamoyl chloride hydrochloride). As a reaction SMILES: [NH2:1][C:2]1[CH:12]=[CH:11][C:5]([CH:6]=[CH:7][C:8](O)=[O:9])=[CH:4][CH:3]=1.[ClH:13].[NH:14](C1C=C(C=CC=1)C([Cl:23])=O)[C:15](N)=[NH:16]>>[ClH:23].[NH:1]([C:2]1[CH:12]=[CH:11][C:5]([CH:6]=[CH:7][C:8]([Cl:13])=[O:9])=[CH:4][CH:3]=1)[C:15]([NH2:16])=[NH:14] |f:1.2,3.4|. Procedure: The 4-guanidinocinnamoyl chloride hydrochloride was prepared from 4-aminocinnamic acid according to the procedure of Example XII for preparing 3-guanidinobenzoyl chloride hydrochloride.